This data is from the Open Reaction Database (ORD), a public repository of structured organic reaction records. The task is: describe an organic reaction: reactants, conditions, products, and yield The reactants are [BH4-], C1CCOC1, CCO, Cn1cc(-c2cccc(N3CCNc4cc(C5CC5)ccc4C3=O)c2C=O)cc(Nc2ccc(C(=O)N3CCOCC3)cn2)c1=O, [Na+]. Reaction SMILES: [BH4-:50].[CH2:52]1[O:53][CH2:54][CH2:55][CH2:56]1.[CH3:47][CH2:48][OH:49].[CH:1]1([c:4]2[cH:5][cH:6][c:7]3[c:8]([cH:46]2)[NH:9][CH2:10][CH2:11][N:12]([c:15]2[c:16]([CH:17]=[O:18])[c:19](-[c:23]4[cH:24][n:25]([CH3:45])[c:26](=[O:44])[c:27]([NH:29][c:30]5[n:31][cH:32][c:33]([C:36](=[O:37])[N:38]6[CH2:39][CH2:40][O:41][CH2:42][CH2:43]6)[cH:34][cH:35]5)[cH:28]4)[cH:20][cH:21][cH:22]2)[C:13]3=[O:14])[CH2:2][CH2:3]1.[Na+:51]>>[CH:1]1([c:4]2[cH:5][cH:6][c:7]3[c:8]([cH:46]2)[NH:9][CH2:10][CH2:11][N:12]([c:15]2[c:16]([CH2:17][OH:18])[c:19](-[c:23]4[cH:24][n:25]([CH3:45])[c:26](=[O:44])[c:27]([NH:29][c:30]5[n:31][cH:32][c:33]([C:36](=[O:37])[N:38]6[CH2:39][CH2:40][O:41][CH2:42][CH2:43]6)[cH:34][cH:35]5)[cH:28]4)[cH:20][cH:21][cH:22]2)[C:13]3=[O:14])[CH2:2][CH2:3]1. Yields the product Cn1cc(-c2cccc(N3CCNc4cc(C5CC5)ccc4C3=O)c2CO)cc(Nc2ccc(C(=O)N3CCOCC3)cn2)c1=O. Procedure: In a 25 ml balloon flask, we resuspend 0.7 g (1.8 mmol) of 1-amino-4-benzyl-7-bromo-4H-[1,2,4]triazolo[4,3-a]quinazolin-5-one (intermediate 10 compound of example 271) in 5 ml of acetic acid. We add 0.25 g (1.9 mmol) of 2.5-dimethoxytetrahydrofuran then heat the mixture by reflux for 1 hour. After cooling down and evaporation of acetic acid under vacuum, we obtain 0.8 g of highly colored solid which is purified by chromatography on silica column by elution with the mixture CH2Cl2/CH3OH (99,4/0,6... The product is C(C1=CC=CC=C1)N1C=2N(C3=CC=C(C=C3C1=O)Br)C(=NN2)N2C=CC=C2 (4-benzyl-7-bromo-1-(pyrrol-1-yl)-4H-[1,2,4]triazolo[4,3-a]quinazolin-5-one). As a reaction SMILES: [NH2:1][C:2]1[N:6]2[C:7]3[C:12]([C:13](=[O:22])[N:14]([CH2:15][C:16]4[CH:21]=[CH:20][CH:19]=[CH:18][CH:17]=4)[C:5]2=[N:4][N:3]=1)=[CH:11][C:10]([Br:23])=[CH:9][CH:8]=3.CO[CH:26]1[CH2:30][CH2:29][CH:28](OC)O1>C(O)(=O)C>[CH2:15]([N:14]1[C:13](=[O:22])[C:12]2[C:7](=[CH:8][CH:9]=[C:10]([Br:23])[CH:11]=2)[N:6]2[C:2]([N:1]3[CH:26]=[CH:30][CH:29]=[CH:28]3)=[N:3][N:4]=[C:5]12)[C:16]1[CH:21]=[CH:20][CH:19]=[CH:18][CH:17]=1. Run in C(C)(=O)O (acetic acid). Reactants: NC1=NN=C2N1C1=CC=C(C=C1C(N2CC2=CC=CC=C2)=O)Br (1-amino-4-benzyl-7-bromo-4H-[1,2,4]triazolo[4,3-a]quinazolin-5-one), COC1OC(CC1)OC (2.5-dimethoxytetrahydrofuran), NC1=NN=C2N1C1=CC=C(C=C1C(N2CC2=CC=CC=C2)=O)Br (1-amino-4-benzyl-7-bromo-4H-[1,2,4]triazolo[4,3-a]quinazolin-5-one), compound. The yield is 59.5%. Starting materials: C(C)C(C=CCN)=CC (4-ethyl-2,4-hexadien-1-ylamine), N1=CC(=CC2=CC=CC=C12)C(=O)O (3-quinolinecarboxylic acid), Cl.C(C)N=C=NCCCN(C)C (1-ethyl-3-(3-dimethylaminopropyl)carbodiimide hydrochloride), ON1N=NC2=C1C=CC=C2 (N-hydroxybenzotriazole). Run in C(O)([O-])=O.[Na+] (sodium hydrogen carbonate), C(C)N(CC)CC (triethylamine), ClCCl (dichloromethane), ClCCl (dichloromethane). Conditions: temperature 0 celsius, time 15 minute. Yields the product N1=CC(=CC2=CC=CC=C12)C(=O)N (3-quinoline-carboxamide). Isolated yield 105.1%. RXN SMILES: [N:1]1[C:10]2[C:5](=[CH:6][CH:7]=[CH:8][CH:9]=2)[CH:4]=[C:3]([C:11]([OH:13])=O)[CH:2]=1.Cl.C([N:17]=C=NCCCN(C)C)C.ON1C2C=CC=CC=2N=N1.C(C(=CC)C=CCN)C>ClCCl.C(=O)([O-])O.[Na+].C(N(CC)CC)C>[N:1]1[C:10]2[C:5](=[CH:6][CH:7]=[CH:8][CH:9]=2)[CH:4]=[C:3]([C:11]([NH2:17])=[O:13])[CH:2]=1 |f:1.2,6.7|. Procedure: To a mixture of 3-quinolinecarboxylic acid (3.32 g), 1-ethyl-3-(3-dimethylaminopropyl)carbodiimide hydrochloride (3.37 g), N-hydroxybenzotriazole (2.6 g) and dichloromethane (50 ml) at 0° C. was added triethylamine (2.3 ml). After 15 minutes, a solution of 4-ethyl-2,4-hexadien-1-ylamine (2.0 g) in dichloromethane (10 ml) was added dropwise to the solution over a period of 10 minutes. The mixture was stirred at 0° C. for 30 minutes and then at room temperature overnight. The reaction mixture was ... The reactants are ClCCCl, O=C(Nc1cccc(Cl)c1)OCC#CCO, O=S(Cl)Cl. The product is O=C(Nc1cccc(Cl)c1)OCC#CCCl. As a reaction SMILES: [CH2:21]([Cl:22])[CH2:23][Cl:24].[Cl:5][c:6]1[cH:7][c:8]([NH:12][C:13]([O:14][CH2:15][C:16]#[C:17][CH2:18][OH:19])=[O:20])[cH:9][cH:10][cH:11]1.[S:1]([Cl:2])([Cl:3])=[O:4]>>[Cl:3][CH2:18][C:17]#[C:16][CH2:15][O:14][C:13]([NH:12][c:8]1[cH:7][c:6]([Cl:5])[cH:11][cH:10][cH:9]1)=[O:20]. Reactants: COC=1C=C(C=O)C=C(C1OC)OC (3,4,5-trimethoxybenzaldehyde), C(CCC)[Li] (butyl lithium). Product: COC=1C=C(C=C(C1OC)OC)C(CCCC)=O (1-(3,4,5-trimethoxyphenyl)-1-pentanone). Reaction SMILES: [CH3:1][O:2][C:3]1[CH:4]=[C:5]([CH:8]=[C:9]([O:13][CH3:14])[C:10]=1[O:11][CH3:12])[CH:6]=[O:7].[CH2:15]([Li])[CH2:16][CH2:17][CH3:18]>>[CH3:14][O:13][C:9]1[CH:8]=[C:5]([C:6](=[O:7])[CH2:15][CH2:16][CH2:17][CH3:18])[CH:4]=[C:3]([O:2][CH3:1])[C:10]=1[O:11][CH3:12]. Reported procedure: Substantially the same procedure as in Process 1 of Example 48 was repeated using 3,4,5-trimethoxybenzaldehyde (3.92 g) and butyl lithium (1.56M hexane solution, 15 ml) to give 1-(3,4,5-trimethoxyphenyl)-1-pentanone (2.84 g). The reactants are C(C1=CC=CC=C1)N1CC=2C=3C=NNC3C=CC2C[C@H](C1=O)CC(=O)O ((S)-2-(9-Benzyl-8-oxo-3,6,7,8,9,10-hexahydroazepino[3,4-e]indazol-7-yl)acetic acid), N1(CCNCC1)C1C(NC2=CC=CC=C2C1)=O (3-(piperazin-1-yl)-3,4-dihydroquinolin-2(1H)-one), ClC1=CC2=C(C=3C=NNC13)CN(C([C@@H](C2)CC(N2CCC(CC2)N2C(NC1=CC=CC=C1C2)=O)=O)=O)CC(C)(C)C (4-chloro-9-(2,2-dimethyl-propyl)-7-(S)-{2-oxo-2-[4-(2-oxo-1,4-dihydro-2H-quinazolin-3-yl)-piperidin-1-yl]-ethyl}-6,7,9,10-tetrahydro-3H-2,3,9-triaza-cyclohepta[e]inden-8-one). The product is C(C1=CC=CC=C1)N1CC=2C=3C=NNC3C=CC2C[C@H](C1=O)CC(N1CCN(CC1)C1C(NC2=CC=CC=C2C1)=O)=O ((7S)-9-Benzyl-7-(2-oxo-2-(4-(2-oxo-1, 2,3,4-tetrahydroquinolin-3-yl)piperazin-1-yl)ethyl)-6,7,9,10-tetrahydroazepino[3,4-e]indazol-8(3H)-one). The yield is 21.0%. As a reaction SMILES: [CH2:1]([N:8]1[C:21](=[O:22])[C@H:20]([CH2:23][C:24]([OH:26])=O)[CH2:19][C:18]2[CH:17]=[CH:16][C:15]3[NH:14][N:13]=[CH:12][C:11]=3[C:10]=2[CH2:9]1)[C:2]1[CH:7]=[CH:6][CH:5]=[CH:4][CH:3]=1.[N:27]1([CH:33]2[CH2:42][C:41]3[C:36](=[CH:37][CH:38]=[CH:39][CH:40]=3)[NH:35][C:34]2=[O:43])[CH2:32][CH2:31][NH:30][CH2:29][CH2:28]1.ClC1C2NN=CC=2C2CN(CC(C)(C)C)C(=O)[C@H](CC(=O)N3CCC(N4CC5C(=CC=CC=5)NC4=O)CC3)CC=2C=1>>[CH2:1]([N:8]1[C:21](=[O:22])[C@H:20]([CH2:23][C:24](=[O:26])[N:30]2[CH2:31][CH2:32][N:27]([CH:33]3[CH2:42][C:41]4[C:36](=[CH:37][CH:38]=[CH:39][CH:40]=4)[NH:35][C:34]3=[O:43])[CH2:28][CH2:29]2)[CH2:19][C:18]2[CH:17]=[CH:16][C:15]3[NH:14][N:13]=[CH:12][C:11]=3[C:10]=2[CH2:9]1)[C:2]1[CH:3]=[CH:4][CH:5]=[CH:6][CH:7]=1. Procedure: (S)-2-(9-Benzyl-8-oxo-3,6,7,8,9,10-hexahydroazepino[3,4-e]indazol-7-yl)acetic acid (80 mg, 0.24 mmol) and 3-(piperazin-1-yl)-3,4-dihydroquinolin-2(1H)-one (75 mg, 0.32 mmol) were reacted in a manner analogous to the preparation of 4-chloro-9-(2,2-dimethyl-propyl)-7-(S)-{2-oxo-2-[4-(2-oxo-1,4-dihydro-2H-quinazolin-3-yl)-piperidin-1-yl]-ethyl}-6,7,9,10-tetrahydro-3H-2,3,9-triaza-cyclohepta[e]inden-8-one. Material was obtained as white solid in 21% yield. MS m/e (M+H)+=543.3. 1H NMR (500 MHz, DMSO-...